describe an organic reaction: reactants, conditions, products, and yield From a dataset of the Open Reaction Database (ORD), a public repository of structured organic reaction records. The reactants are C(C1=CC=CC=C1)(=O)NC(=S)NC1=NC=C(C=C1OC1=C(C=C(C=C1)F)Br)SC1=CC(=CC=C1)OC (1-benzoyl-3-(3-(2-bromo-4-fluorophenoxy)-5-(3-methoxyphenylthio)pyridin-2-yl)thiourea), CCO (EtOH), [OH-].[Na+] (Sodium hydroxide). Yields the product BrC1=C(OC=2C(=NC=C(C2)SC2=CC(=CC=C2)OC)NC(=S)N)C=CC(=C1)F (1-(3-(2-bromo-4-fluorophenoxy)-5-(3-methoxyphenylthio) pyridin-2-yl)thiourea). Reaction SMILES: C([NH:9][C:10]([NH:12][C:13]1[C:18]([O:19][C:20]2[CH:25]=[CH:24][C:23]([F:26])=[CH:22][C:21]=2[Br:27])=[CH:17][C:16]([S:28][C:29]2[CH:34]=[CH:33][CH:32]=[C:31]([O:35][CH3:36])[CH:30]=2)=[CH:15][N:14]=1)=[S:11])(=O)C1C=CC=CC=1.CCO.[OH-].[Na+]>O>[Br:27][C:21]1[CH:22]=[C:23]([F:26])[CH:24]=[CH:25][C:20]=1[O:19][C:18]1[C:13]([NH:12][C:10]([NH2:9])=[S:11])=[N:14][CH:15]=[C:16]([S:28][C:29]2[CH:34]=[CH:33][CH:32]=[C:31]([O:35][CH3:36])[CH:30]=2)[CH:17]=1 |f:2.3|. The solvent is O (water). Reaction conditions: temperature 50 celsius, time 1 hour. Procedure: A 250 mL round-bottomed flask was charged with 1-benzoyl-3-(3-(2-bromo-4-fluorophenoxy)-5-(3-methoxyphenylthio)pyridin-2-yl)thiourea (10.3 g, 17.6 mmol) and EtOH (125 mL). 3M Sodium hydroxide (11.7 mL, 35.2 mmol) was added and heated to 50° C. overnight. The reaction was cooled to room temperature and poured into 750 mL water and stirred vigorously for 1 hour. The solids were filtered to afford the title compound (6.5 g, 76.8% yield). Isolated yield 76.9%.